From a dataset of the Open Reaction Database (ORD), a public repository of structured organic reaction records. describe an organic reaction: reactants, conditions, products, and yield Reactants: CN(C=1C=C(C(=O)OC)C=C(C1)N1C(CC(C1)C1=CC=CC=C1)=O)S(=O)(=O)C (methyl 3-[methyl(methylsulfonyl)amino]-5-(2-oxo-4-phenylpyrrolidin-1-yl)benzoate), CO (methanol), Example 18, [OH-].[Na+] (sodium hydroxide). Run in O1CCCC1 (tetrahydrofuran). Run at time 15 hour. Product: CN(C=1C=C(C(=O)O)C=C(C1)N1C(CC(C1)C1=CC=CC=C1)=O)S(=O)(=O)C (3-[Methyl(methylsulfonyl)amino]-5-(2-oxo-4-phenylpyrrolidin-1-yl)benzoic acid). The yield is 91.0%. RXN SMILES: [CH3:1][N:2]([S:25]([CH3:28])(=[O:27])=[O:26])[C:3]1[CH:4]=[C:5]([CH:10]=[C:11]([N:13]2[CH2:17][CH:16]([C:18]3[CH:23]=[CH:22][CH:21]=[CH:20][CH:19]=3)[CH2:15][C:14]2=[O:24])[CH:12]=1)[C:6]([O:8]C)=[O:7].[OH-].[Na+].CO>O1CCCC1>[CH3:1][N:2]([S:25]([CH3:28])(=[O:27])=[O:26])[C:3]1[CH:4]=[C:5]([CH:10]=[C:11]([N:13]2[CH2:17][CH:16]([C:18]3[CH:23]=[CH:22][CH:21]=[CH:20][CH:19]=3)[CH2:15][C:14]2=[O:24])[CH:12]=1)[C:6]([OH:8])=[O:7] |f:1.2|. Reported procedure: A mixture of methyl 3-[methyl(methylsulfonyl)amino]-5-(2-oxo-4-phenylpyrrolidin-1-yl)benzoate obtained in Reference Example 18 329 mg (0.32 mmol), 2N aqueous sodium hydroxide solution (0.5 mL), methanol (0.5 mL) and tetrahydrofuran (0.5 mL) was stirred at room temperature for 15 hours. The solvent was concentrated and the mixture was adjusted by adding 1N hydrochloric acid to pH=3 and the mixture was extracted with ethyl acetate. After drying of the mixture on magnesium sulfate, the solvent was ... Reactants: CC(C)C[Al+]CC(C)C, Cc1ccccc1, N#CC1(c2ccccc2C(F)(F)F)CCC1, [H-], O=S(=O)(O)O. Yields the product O=CC1(c2ccccc2C(F)(F)F)CCC1. RXN SMILES: [CH2:2]([Al+:3][CH2:4][CH:5]([CH3:6])[CH3:7])[CH:8]([CH3:9])[CH3:10].[CH3:32][c:33]1[cH:34][cH:35][cH:36][cH:37][cH:38]1.[F:11][C:12]([c:13]1[c:14]([C:19]2([C:23]#[N:24])[CH2:20][CH2:21][CH2:22]2)[cH:15][cH:16][cH:17][cH:18]1)([F:25])[F:26].[H-:1].[S:27]([OH:28])(=[O:29])(=[O:30])[OH:31]>>[F:11][C:12]([c:13]1[c:14]([C:19]2([CH:23]=[O:28])[CH2:20][CH2:21][CH2:22]2)[cH:15][cH:16][cH:17][cH:18]1)([F:25])[F:26]. The reactants are C(C)(=O)OC(C)=O (acetic anhydride), CC1=[N+](C=C(C=C1)C)[O-] (2,5-dimethyl-pyridine 1-oxide), ClCCl (dichloromethane), [OH-].[Na+] (sodium hydroxide). Solvent: O (water). Conditions: temperature 95 celsius, time 1.5 hour. Yields the product CC=1C=CC(=NC1)CO ((5-Methyl-pyridin-2-yl)-methanol). As a reaction SMILES: C(O[C:5](=[O:7])[CH3:6])(=O)C.CC1[CH:14]=[CH:13][C:12]([CH3:15])=[CH:11][N+:10]=1[O-].[OH-].[Na+].ClCCl>O>[CH3:15][C:12]1[CH:13]=[CH:14][C:6]([CH2:5][OH:7])=[N:10][CH:11]=1 |f:2.3|. Procedure details: To acetic anhydride (1.61 L) at 90° C. was added 2,5-dimethyl-pyridine 1-oxide (1000 g) dropwise over 3 hours, maintaining a temperature between 90-100° C. The reaction was stirred at 90° C. for 1.5 hours, and then cooled with stirring overnight. The mixture was slowly poured into aqueous 25% sodium hydroxide (3 L) over 4 hours, and then dichloromethane (8 L) and water (8 L) were added, and the mixture was allowed to separate for 2 days. The aqueous layer was separated and extracted separately w... As a reaction SMILES: Br[C:2]1[CH:3]=[C:4]2[CH:10]=[CH:9][N:8]([Si:11]([CH:18]([CH3:20])[CH3:19])([CH:15]([CH3:17])[CH3:16])[CH:12]([CH3:14])[CH3:13])[C:5]2=[N:6][CH:7]=1.C([Li])(C)(C)C.[Cl:26]C(Cl)(Cl)C(Cl)(Cl)Cl.O>O1CCCC1>[Cl:26][C:2]1[CH:3]=[C:4]2[CH:10]=[CH:9][N:8]([Si:11]([CH:18]([CH3:20])[CH3:19])([CH:15]([CH3:17])[CH3:16])[CH:12]([CH3:14])[CH3:13])[C:5]2=[N:6][CH:7]=1. Reaction conditions: time 1 hour. Run in O1CCCC1 (tetrahydrofuran). The product is ClC=1C=C2C(=NC1)N(C=C2)[Si](C(C)C)(C(C)C)C(C)C (5-chloro-1-triisopropylsilanyl-1H-pyrrolo[2,3-b]pyridine). Reported procedure: To 5-bromo-1-triisopropylsilyl-7-azaindole (2, 1.60 g, 4.53 mmol, prepared as described in Example 4) in tetrahydrofuran (50.0 mL), under an atmosphere of nitrogen at −78° C., was added tert-butyllithium (1.70 M in hexane, 6.12 mL). The reaction was stirred for 1 hour, followed by addition of hexachloroethane (1.29 g, 5.43 mmol). The reaction was stirred for 3 hours, poured into water, and extracted with ethyl acetate. The organic layer was dried over anhydrous sodium sulfate and filtered. The f... The yield is 114.3%. The reactants are BrC=1C=C2C(=NC1)N(C=C2)[Si](C(C)C)(C(C)C)C(C)C (5-bromo-1-triisopropylsilanyl-1H-pyrrolo[2,3-b]pyridine), C(C)(C)(C)[Li] (tert-butyllithium), O (water), ClC(C(Cl)(Cl)Cl)(Cl)Cl (hexachloroethane). The reactants are COC=1C=CC2=C(C1)OC(C=1CNCCC12)=O (8-methoxy-1,2,3,4-tetrahydro-chromeno[3,4-c]pyridin-5-one), FC(C1=CC=C(C=O)C=C1)(F)F (4-trifluoromethylbenzaldehyde). The product is COC=1C=CC2=C(C1)OC(C=1CN(CCC12)CC1=CC=C(C=C1)C(F)(F)F)=O (8-Methoxy-3-(4-trifluoromethyl-benzyl)-1,2,3,4-tetrahydro-chromeno[3,4-c]pyridin-5-one). The yield is 70.0%. RXN SMILES: [CH3:1][O:2][C:3]1[CH:4]=[CH:5][C:6]2[C:16]3[CH2:15][CH2:14][NH:13][CH2:12][C:11]=3[C:10](=[O:17])[O:9][C:7]=2[CH:8]=1.[F:18][C:19]([F:29])([F:28])[C:20]1[CH:27]=[CH:26][C:23]([CH:24]=O)=[CH:22][CH:21]=1>>[CH3:1][O:2][C:3]1[CH:4]=[CH:5][C:6]2[C:16]3[CH2:15][CH2:14][N:13]([CH2:24][C:23]4[CH:22]=[CH:21][C:20]([C:19]([F:18])([F:28])[F:29])=[CH:27][CH:26]=4)[CH2:12][C:11]=3[C:10](=[O:17])[O:9][C:7]=2[CH:8]=1. Procedure: Prepared by the procedure of Example 3 from 8-methoxy-1,2,3,4-tetrahydro-chromeno[3,4-c]pyridin-5-one and 4-trifluoromethylbenzaldehyde. Yield 70%; mp 203°-206° C. Reactants: CC#N, CC(C)(C)OC(=O)C1CCC(c2cc(N(COCC[Si](C)(C)C)COCC[Si](C)(C)C)n3nccc3n2)CN1C(=O)OC(C)(C)C, O=C1CCC(=O)N1I. Yields the product CC(C)(C)OC(=O)C1CCC(c2cc(N(COCC[Si](C)(C)C)COCC[Si](C)(C)C)n3ncc(I)c3n2)CN1C(=O)OC(C)(C)C. As a reaction SMILES: [CH3:55][C:56]#[N:57].[CH3:9][Si:10]([CH2:11][CH2:12][O:13][CH2:14][N:15]([c:16]1[cH:17][c:18]([CH:25]2[CH2:26][CH2:27][CH:28]([C:38](=[O:39])[O:40][C:41]([CH3:42])([CH3:43])[CH3:44])[N:29]([C:31](=[O:32])[O:33][C:34]([CH3:35])([CH3:36])[CH3:37])[CH2:30]2)[n:19][c:20]2[n:21]1[n:22][cH:23][cH:24]2)[CH2:45][O:46][CH2:47][CH2:48][Si:49]([CH3:50])([CH3:51])[CH3:52])([CH3:53])[CH3:54].[I:1][N:2]1[C:3](=[O:4])[CH2:5][CH2:6][C:7]1=[O:8]>>[I:1][c:24]1[c:20]2[n:19][c:18]([CH:25]3[CH2:26][CH2:27][CH:28]([C:38](=[O:39])[O:40][C:41]([CH3:42])([CH3:43])[CH3:44])[N:29]([C:31](=[O:32])[O:33][C:34]([CH3:35])([CH3:36])[CH3:37])[CH2:30]3)[cH:17][c:16]([N:15]([CH2:14][O:13][CH2:12][CH2:11][Si:10]([CH3:9])([CH3:53])[CH3:54])[CH2:45][O:46][CH2:47][CH2:48][Si:49]([CH3:50])([CH3:51])[CH3:52])[n:21]2[n:22][cH:23]1. Starting materials: CCOC(=O)CN(CCCCC(=O)O)Cc1ccccc1, Cc1ccccc1, Cl. The product is O=C1CCCCN(Cc2ccccc2)C1. As a reaction SMILES: [CH2:1]([c:2]1[cH:3][cH:4][cH:5][cH:6][cH:7]1)[N:8]([CH2:9][CH2:10][CH2:11][CH2:12][C:13]([OH:15])=[O:21])[CH2:16][C:14]([O:17][CH2:18][CH3:19])=[O:20].[CH3:23][c:24]1[cH:25][cH:26][cH:27][cH:28][cH:29]1.[ClH:22]>>[CH2:1]([c:2]1[cH:3][cH:4][cH:5][cH:6][cH:7]1)[N:8]1[CH2:9][CH2:10][CH2:11][CH2:12][C:13](=[O:15])[CH2:16]1.